Dataset: the Open Reaction Database (ORD), a public repository of structured organic reaction records. Task: describe an organic reaction: reactants, conditions, products, and yield Yield: 89.5%. As a reaction SMILES: [C-:1]#[N:2].[K+].C([O-])(=O)C.[NH4+:8].[CH2:9]([O:12][CH2:13][CH2:14][N:15]([CH3:37])[C:16](=[O:36])[C:17]1[CH:22]=[CH:21][C:20]([CH2:23][CH2:24][S:25]([N:28]2[CH2:33][CH2:32][C:31](=O)[CH2:30][CH2:29]2)(=[O:27])=[O:26])=[C:19]([CH3:35])[CH:18]=1)[CH:10]=[CH2:11].C(=O)(O)[O-].[Na+]>CO>[CH2:9]([O:12][CH2:13][CH2:14][N:15]([CH3:37])[C:16](=[O:36])[C:17]1[CH:22]=[CH:21][C:20]([CH2:23][CH2:24][S:25]([N:28]2[CH2:33][CH2:32][C:31]([NH2:8])([C:1]#[N:2])[CH2:30][CH2:29]2)(=[O:26])=[O:27])=[C:19]([CH3:35])[CH:18]=1)[CH:10]=[CH2:11] |f:0.1,2.3,5.6|. Reaction conditions: temperature 65 celsius, time 3 hour. Starting materials: C([O-])(O)=O.[Na+] (Sodium bicarbonate), [C-]#N.[K+] (Potassium cyanide), C(C)(=O)[O-].[NH4+] (ammonium acetate), C(C=C)OCCN(C(C1=CC(=C(C=C1)CCS(=O)(=O)N1CCC(CC1)=O)C)=O)C (N-(2-allyloxy-ethyl)-3,N-dimethyl-4-[2-(4-oxo-piperidine-1-sulfonyl)-ethyl]-benzamide). Reported procedure: Potassium cyanide (382 mg, 5.87 mmol) and ammonium acetate (513 mg, 6.65 mmol) were added to a solution of N-(2-allyloxy-ethyl)-3,N-dimethyl-4-[2-(4-oxo-piperidine-1-sulfonyl)-ethyl]-benzamide (1.65 g, 3.91 mmol) in methanol (20 ml), and the mixture was stirred at 65° C. for three hours. Sodium bicarbonate (290 mg) was added to the reaction solution, and the mixture was then concentrated under reduced pressure. Water was added to the resulting residue, followed by extraction with methylene chlor... Solvent: CO (methanol). The product is C(C=C)OCCN(C(C1=CC(=C(C=C1)CCS(=O)(=O)N1CCC(CC1)(C#N)N)C)=O)C (N-(2-allyloxy-ethyl)-4-[2-(4-amino-4-cyano-piperidine-1-sulfonyl)-ethyl]-3,N-dimethyl-benzamide). Starting materials: BrC1=C(C=CC(=C1)Cl)CBr (2-bromo-1-bromomethyl-4-chlorobenzene), CC1(NC(N(C1=O)C1=CC(=C(C#N)C=C1)C(F)(F)F)=O)C (4-(4,4-dimethyl-2,5-dioxoimidazolidin-1-yl)-2-trifluoromethylbenzonitrile), BrC1=C(CBr)C=CC=C1 (2-bromobenzyl bromide). The product is Compound 109.2, BrC1=C(CN2C(N(C(C2(C)C)=O)C2=CC(=C(C#N)C=C2)C(F)(F)F)=O)C=CC(=C1)Cl (4-[3-(2-Bromo-4-chlorobenzyl)-4,4-dimethyl-2,5-dioxoimidazolidin-1-yl]-2-trifluoromethylbenzonitrile). RXN SMILES: [CH3:1][C:2]1([CH3:21])[C:6](=[O:7])[N:5]([C:8]2[CH:15]=[CH:14][C:11]([C:12]#[N:13])=[C:10]([C:16]([F:19])([F:18])[F:17])[CH:9]=2)[C:4](=[O:20])[NH:3]1.BrC1C=CC=CC=1CBr.[Br:31][C:32]1[CH:37]=[C:36]([Cl:38])[CH:35]=[CH:34][C:33]=1[CH2:39]Br>>[Br:31][C:32]1[CH:37]=[C:36]([Cl:38])[CH:35]=[CH:34][C:33]=1[CH2:39][N:3]1[C:2]([CH3:21])([CH3:1])[C:6](=[O:7])[N:5]([C:8]2[CH:15]=[CH:14][C:11]([C:12]#[N:13])=[C:10]([C:16]([F:19])([F:17])[F:18])[CH:9]=2)[C:4]1=[O:20]. Procedure details: Compound 109.2 was prepared as described for example 1.2, by reacting compound 1.1, instead of 2-bromobenzyl bromide, with 2-bromo-1-bromomethyl-4-chlorobenzene (prepared by N-bromosuccinimide bromination from 2-bromo-4-chloro-1-methylbenzene; 1H NMR: 7.82, d, 1H; 7.65, s, 1H, 7.5, d, 1H, 4.72, s, 2H). 4-[3-(2-Bromo-4-chlorobenzyl)-4,4-dimethyl-2,5-dioxoimidazolidin-1-yl]-2-trifluoromethylbenzonitrile was obtained. (Molecular weight 498.99 (C20H14BrClF3N3O2); retention time Rt=2.30 min. [B]; MS ... The reactants are [OH-].[K+] (KOH), CC1=NN=C2N1C1=C(C=C2)N(C(=C1)C)S(=O)(=O)C1=CC=CC=C1 (1,7-dimethyl-6-(phenylsulfonyl)-6H-pyrrolo[2,3-e][1,2,4]triazolo[4,3-a]pyridine), F[B-](F)(F)F.O=[N+]=O (nitronium tetrafluoroborate), solution, Cl (HCl). Run in C(Cl)Cl (DCM), O (water), O (water), ClCCCl (1,2-dichloroethane), O (water). Run at time 8 hour. The product is CC1=NN=C2N1C1=C(C=C2[N+](=O)[O-])NC(=C1)C (1,7-Dimethyl-4-nitro-6H-pyrrolo[2,3-e][1,2,4]triazolo[4,3-a]pyridine). Reaction SMILES: [CH3:1][C:2]1[N:6]2[C:7]3[CH:13]=[C:12]([CH3:14])[N:11](S(C4C=CC=CC=4)(=O)=O)[C:8]=3[CH:9]=[CH:10][C:5]2=[N:4][N:3]=1.F[B-](F)(F)F.[O:29]=[N+:30]=[O:31].[OH-].[K+].Cl>ClCCCl.C(Cl)Cl.O>[CH3:1][C:2]1[N:6]2[C:7]3[CH:13]=[C:12]([CH3:14])[NH:11][C:8]=3[CH:9]=[C:10]([N+:30]([O-:31])=[O:29])[C:5]2=[N:4][N:3]=1 |f:1.2,3.4|. Procedure details: To a solution of 1,7-dimethyl-6-(phenylsulfonyl)-6H-pyrrolo[2,3-e][1,2,4]triazolo[4,3-a]pyridine (1.0 g, 3.1 mmol, from Example 228, Step 4) in 1,2-dichloroethane (20 mL) was added nitronium tetrafluoroborate (0.57 g, 4.3 mmol, Aldrich). The reaction mixture was stirred overnight, filtered and washed with DCE, and air-dried overnight. To a suspension of the nitrated product in Methanol (7 mL) was added 10% (w/w) KOH in water (7 mL, 10 mmol) and the reaction mixture was stirred for 3 hours, after...